Dataset: the Open Reaction Database (ORD), a public repository of structured organic reaction records. Task: describe an organic reaction: reactants, conditions, products, and yield Starting materials: FC(C)(C)C1=NN(C(=C1C(F)(F)F)C(=O)OCC)C (ethyl 3-(2-fluoropropan-2-yl)-1-methyl-4-(trifluoromethyl)-1H-pyrazole-5-carboxylate), [OH-].[K+] (potassium hydroxide), O (water). Solvent: CO (methanol). Reaction conditions: temperature 50 celsius. The product is FC(C)(C)C1=NN(C(=C1C(F)(F)F)C(=O)O)C (3-(2-Fluoropropan-2-yl)-1-methyl-4-(trifluoromethyl)-1H-pyrazole-5-carboxylic acid). RXN SMILES: [F:1][C:2]([C:5]1[C:9]([C:10]([F:13])([F:12])[F:11])=[C:8]([C:14]([O:16]CC)=[O:15])[N:7]([CH3:19])[N:6]=1)([CH3:4])[CH3:3].[OH-].[K+].O>CO>[F:1][C:2]([C:5]1[C:9]([C:10]([F:11])([F:12])[F:13])=[C:8]([C:14]([OH:16])=[O:15])[N:7]([CH3:19])[N:6]=1)([CH3:3])[CH3:4] |f:1.2|. Procedure: A solution of 700 mg (2.48 mmol) of ethyl 3-(2-fluoropropan-2-yl)-1-methyl-4-(trifluoromethyl)-1H-pyrazole-5-carboxylate in 10 ml of methanol is admixed with 208 mg (3.72 mmol) of potassium hydroxide and 1 ml of water and heated at 50° C. for one hour. The reaction mixture is concentrated by evaporation, admixed with water and extracted with diethyl ether. The aqueous phase is acidified with dilute hydrochloric acid and extracted twice with ethyl acetate, and the organic phase is dried over sodi... The reactants are Cc1cccc(Cl)c1C(=O)NC(Cc1ccc(-c2c(C)n(C)c(=O)n(C)c2=O)cc1)C(=O)O, CCI. Product: CCOC(=O)C(Cc1ccc(-c2c(C)n(C)c(=O)n(C)c2=O)cc1)NC(=O)c1c(C)cccc1Cl. As a reaction SMILES: [Cl:1][c:2]1[c:3]([C:9](=[O:10])[NH:11][CH:12]([CH2:13][c:14]2[cH:15][cH:16][c:17](-[c:20]3[c:21](=[O:30])[n:22]([CH3:29])[c:23](=[O:28])[n:24]([CH3:27])[c:25]3[CH3:26])[cH:18][cH:19]2)[C:31](=[O:32])[OH:33])[c:4]([CH3:8])[cH:5][cH:6][cH:7]1.[I:34][CH2:35][CH3:36]>>[Cl:1][c:2]1[c:3]([C:9](=[O:10])[NH:11][CH:12]([CH2:13][c:14]2[cH:15][cH:16][c:17](-[c:20]3[c:21](=[O:30])[n:22]([CH3:29])[c:23](=[O:28])[n:24]([CH3:27])[c:25]3[CH3:26])[cH:18][cH:19]2)[C:31]([O:32][CH2:35][CH3:36])=[O:33])[c:4]([CH3:8])[cH:5][cH:6][cH:7]1. The reactants are CCN, CCOCC, CN(C)C=O, COC1OC(C(=O)O)C2OC(C)(C)OC12, O=C(Cl)C(=O)Cl, ClCCl. Product: CCNC(=O)C1OC(OC)C2OC(C)(C)OC12. RXN SMILES: [CH3:22][CH2:23][NH2:24].[CH3:25][CH2:26][O:27][CH2:28][CH3:29].[CH3:33][N:34]([CH3:35])[CH:36]=[O:37].[CH3:7][O:8][CH:9]1[O:10][CH:11]([C:19](=[O:20])[OH:21])[CH:12]2[CH:13]1[O:14][C:15]([CH3:17])([CH3:18])[O:16]2.[Cl:1][C:2]([C:3]([Cl:4])=[O:5])=[O:6].[Cl:30][CH2:31][Cl:32]>>[CH3:7][O:8][CH:9]1[O:10][CH:11]([C:19](=[O:21])[NH:24][CH2:23][CH3:22])[CH:12]2[CH:13]1[O:14][C:15]([CH3:17])([CH3:18])[O:16]2.